Dataset: the Open Reaction Database (ORD), a public repository of structured organic reaction records. Task: describe an organic reaction: reactants, conditions, products, and yield Reactants: Brc1ccsc1Br, O=C([O-])[O-], CCO, [Na+], [Na+], [Pd], c1ccc(P(c2ccccc2)c2ccccc2)cc1, c1ccc(P(c2ccccc2)c2ccccc2)cc1, c1ccc(P(c2ccccc2)c2ccccc2)cc1, OB(O)Oc1ccccc1, c1ccc(P(c2ccccc2)c2ccccc2)cc1, c1ccccc1. Yields the product Brc1ccsc1-c1ccccc1. Reaction SMILES: [Br:17][c:18]1[s:19][cH:20][cH:21][c:22]1[Br:23].[C:1](=[O:2])([O-:3])[O-:4].[CH3:24][CH2:25][OH:26].[Na+:5].[Na+:6].[Pd:33].[c:34]1([P:35]([c:36]2[cH:37][cH:38][cH:39][cH:40][cH:41]2)[c:42]2[cH:43][cH:44][cH:45][cH:46][cH:47]2)[cH:48][cH:49][cH:50][cH:51][cH:52]1.[c:53]1([P:54]([c:55]2[cH:56][cH:57][cH:58][cH:59][cH:60]2)[c:61]2[cH:62][cH:63][cH:64][cH:65][cH:66]2)[cH:67][cH:68][cH:69][cH:70][cH:71]1.[c:72]1([P:73]([c:74]2[cH:75][cH:76][cH:77][cH:78][cH:79]2)[c:80]2[cH:81][cH:82][cH:83][cH:84][cH:85]2)[cH:86][cH:87][cH:88][cH:89][cH:90]1.[c:7]1([O:13][B:14]([OH:15])[OH:16])[cH:8][cH:9][cH:10][cH:11][cH:12]1.[c:91]1([P:92]([c:93]2[cH:94][cH:95][cH:96][cH:97][cH:98]2)[c:99]2[cH:100][cH:101][cH:102][cH:103][cH:104]2)[cH:105][cH:106][cH:107][cH:108][cH:109]1.[cH:27]1[cH:28][cH:29][cH:30][cH:31][cH:32]1>>[c:7]1(-[c:18]2[s:19][cH:20][cH:21][c:22]2[Br:23])[cH:8][cH:9][cH:10][cH:11][cH:12]1. Starting materials: [N+](=O)([O-])C1=CC=C(COC(=O)NC(C(=O)[O-])OC)C=C1.[Na+] (Sodium N-(p-nitrobenzyloxycarbonyl)-α-methoxyglycinate), C(C(=O)Cl)(=O)Cl (Oxalyl chloride). The reagents and catalysts are N1=CC=CC=C1 (pyridine). The solvent is C(Cl)Cl (CH2Cl2). Reaction conditions: time 2 hour. Yields the product [N+](=O)([O-])C1=CC=C(COC(=O)NC(C(=O)Cl)OC)C=C1 (N-(p-Nitrobenzyloxycarbonyl)-α-methoxyglycyl chloride). Reaction SMILES: [N+:1]([C:4]1[CH:20]=[CH:19][C:7]([CH2:8][O:9][C:10]([NH:12][CH:13]([O:17][CH3:18])[C:14]([O-])=[O:15])=[O:11])=[CH:6][CH:5]=1)([O-:3])=[O:2].[Na+].C(Cl)(=O)C([Cl:25])=O>C(Cl)Cl.N1C=CC=CC=1>[N+:1]([C:4]1[CH:20]=[CH:19][C:7]([CH2:8][O:9][C:10]([NH:12][CH:13]([O:17][CH3:18])[C:14]([Cl:25])=[O:15])=[O:11])=[CH:6][CH:5]=1)([O-:3])=[O:2] |f:0.1|. Reported procedure: Sodium N-(p-nitrobenzyloxycarbonyl)-α-methoxyglycinate (0.92 g, 3 mMol) is suspended in dry CH2Cl2 (25 ml) and cooled in an ice-water bath. Oxalyl chloride (0.38 g, 3 mMol) and 2 drops of pyridine are added. The resulting mixture is stirred in the cold for 2 hours, and then filtered. The filtrate, which contains N-(p-nitrobenzyloxycarbonyl)-α-methoxyglycyl chloride, is used directly in the next step. Reactants: BrCc1ccccc1, O=C([O-])[O-], Oc1cccc2c1OCO2, CN(C)C=O, [K+], [K+]. The product is c1ccc(COc2cccc3c2OCO3)cc1. As a reaction SMILES: [Br:11][CH2:12][c:13]1[cH:14][cH:15][cH:16][cH:17][cH:18]1.[C:19](=[O:20])([O-:21])[O-:22].[CH2:1]1[O:2][c:3]2[c:4]([OH:10])[cH:5][cH:6][cH:7][c:8]2[O:9]1.[CH3:25][N:26]([CH3:27])[CH:28]=[O:29].[K+:23].[K+:24]>>[CH2:1]1[O:2][c:3]2[c:4]([O:10][CH2:12][c:13]3[cH:14][cH:15][cH:16][cH:17][cH:18]3)[cH:5][cH:6][cH:7][c:8]2[O:9]1.